This data is from the Open Reaction Database (ORD), a public repository of structured organic reaction records. The task is: describe an organic reaction: reactants, conditions, products, and yield Starting materials: C(C)OC=1C=C(C=CC1C(F)(F)F)C1=NC=2N(C(=C1)C(F)(F)F)N=CC2C(=O)O (5-(3-ethoxy-4-trifluoromethyl-phenyl)-7-trifluoromethyl-pyrazolo[1,5-a]pyrimidine-3-carboxylic acid), S(N)(=O)(=O)C=1C=C(C=CC1)N (3-sulfamoyl-phenylamine). The product is S(N)(=O)(=O)C=1C=C(C=CC1)NC(=O)C=1C=NN2C1N=C(C=C2C(F)(F)F)C2=CC(=C(C=C2)C(F)(F)F)OCC (5-(3-Ethoxy-4-trifluoromethyl-phenyl)-7-trifluoromethyl-pyrazolo[1,5-a]pyrimidine-3-carboxylic acid(3-sulfamoyl-phenyl)-amide). Reaction SMILES: [CH2:1]([O:3][C:4]1[CH:5]=[C:6]([C:14]2[CH:19]=[C:18]([C:20]([F:23])([F:22])[F:21])[N:17]3[N:24]=[CH:25][C:26]([C:27](O)=[O:28])=[C:16]3[N:15]=2)[CH:7]=[CH:8][C:9]=1[C:10]([F:13])([F:12])[F:11])[CH3:2].[S:30]([C:34]1[CH:35]=[C:36]([NH2:40])[CH:37]=[CH:38][CH:39]=1)(=[O:33])(=[O:32])[NH2:31]>>[S:30]([C:34]1[CH:35]=[C:36]([NH:40][C:27]([C:26]2[CH:25]=[N:24][N:17]3[C:18]([C:20]([F:23])([F:22])[F:21])=[CH:19][C:14]([C:6]4[CH:7]=[CH:8][C:9]([C:10]([F:11])([F:13])[F:12])=[C:4]([O:3][CH2:1][CH3:2])[CH:5]=4)=[N:15][C:16]=23)=[O:28])[CH:37]=[CH:38][CH:39]=1)(=[O:32])(=[O:33])[NH2:31]. Procedure details: The title compound was prepared from 5-(3-ethoxy-4-trifluoromethyl-phenyl)-7-trifluoromethyl-pyrazolo[1,5-a]pyrimidine-3-carboxylic acid (example C.11) and 3-sulfamoyl-phenylamine [commercially available] according to general procedure II. Yellow solid. MS (ISP) 572.1 [(M−H)−]; mp 253° C.